Dataset: the Open Reaction Database (ORD), a public repository of structured organic reaction records. Task: describe an organic reaction: reactants, conditions, products, and yield The reactants are SC1=CC=C(C(=O)O)C=C1 (4-mercaptobenzoic acid), N1=CC=CC=C1 (pyridine), C12(CC3CC(CC(C1)C3)C2)C=2C=C(C(=O)Cl)C=CC2OC (3-(1-adamantyl)-4-methoxybenzoic acid chloride). Solvent: ClCCl (dichloromethane). Reaction conditions: time 8 hour. Product: C12(CC3CC(CC(C1)C3)C2)C=2C=C(C(=O)SC3=CC=C(C(=O)O)C=C3)C=CC2OC (4-[3-(1-adamantyl)-4-methoxybenzoylthio] benzoic acid). Yield: 71.0%. Reaction SMILES: [SH:1][C:2]1[CH:10]=[CH:9][C:5]([C:6]([OH:8])=[O:7])=[CH:4][CH:3]=1.N1C=CC=CC=1.[C:17]12([C:27]3[CH:28]=[C:29]([CH:33]=[CH:34][C:35]=3[O:36][CH3:37])[C:30](Cl)=[O:31])[CH2:26][CH:21]3[CH2:22][CH:23]([CH2:25][CH:19]([CH2:20]3)[CH2:18]1)[CH2:24]2>ClCCl>[C:17]12([C:27]3[CH:28]=[C:29]([CH:33]=[CH:34][C:35]=3[O:36][CH3:37])[C:30]([S:1][C:2]3[CH:10]=[CH:9][C:5]([C:6]([OH:8])=[O:7])=[CH:4][CH:3]=3)=[O:31])[CH2:18][CH:19]3[CH2:25][CH:23]([CH2:22][CH:21]([CH2:20]3)[CH2:26]1)[CH2:24]2. Procedure: In a round bottom flask, there are introduced 1.7 g (11 mmoles) of 4-mercaptobenzoic acid and 20 ml of pyridine. There is then slowly added a solution of 3.4 g (11.17 mmoles) of 3-(1-adamantyl)-4-methoxybenzoic acid chloride in 50 ml of dichloromethane. The reaction mixture is o stirred at ambient temperature for 8 hours, evaporated to dryness, taken up in 100 ml of water and acidified to pH 5 with 1N HCl. The solid is filtered, washed with water and dried at 60° C. under a vacuum, then recrysta... Reactants: Cc1cc([N+](=O)[O-])ccc1OC1CCN(C(=O)OC(C)(C)C)CC1, CO. Product: Cc1cc(N)ccc1OC1CCN(C(=O)OC(C)(C)C)CC1. Reaction SMILES: [C:1]([CH3:2])([CH3:3])([CH3:4])[O:5][C:6](=[O:7])[N:8]1[CH2:9][CH2:10][CH:11]([O:14][c:15]2[c:16]([CH3:24])[cH:17][c:18]([N+:21]([O-:22])=[O:23])[cH:19][cH:20]2)[CH2:12][CH2:13]1.[CH3:25][OH:26]>>[C:1]([CH3:2])([CH3:3])([CH3:4])[O:5][C:6](=[O:7])[N:8]1[CH2:9][CH2:10][CH:11]([O:14][c:15]2[c:16]([CH3:24])[cH:17][c:18]([NH2:21])[cH:19][cH:20]2)[CH2:12][CH2:13]1.